From a dataset of the Open Reaction Database (ORD), a public repository of structured organic reaction records. describe an organic reaction: reactants, conditions, products, and yield Reactants: C1(CC1)NC(=O)C=1N=NN(C1CCCN1C(C2=CC=CC=C2C1=O)=O)C1=CC=C(C=C1)C(=O)NCC (N-cyclopropyl-5-[3-(1,3-dioxo-1,3-dihydro-2H-isoindol-2-yl)propyl]-1-{4-[(ethylamino)carbonyl]phenyl}-1H-1,2,3-triazole-4-carboxamide), O.NN (hydrazine hydrate). Solvent: C(C)O (ethanol). The product is NCCCC1=C(N=NN1C1=CC=C(C=C1)C(=O)NCC)C(=O)NC1CC1 (5-(3-aminopropyl)-N-cyclopropyl-1-{4-[(ethylamino)carbonyl]phenyl}-1H-1,2,3-triazole-4-carboxamide). Isolated yield 97.1%. As a reaction SMILES: [CH:1]1([NH:4][C:5]([C:7]2[N:8]=[N:9][N:10]([C:26]3[CH:31]=[CH:30][C:29]([C:32]([NH:34][CH2:35][CH3:36])=[O:33])=[CH:28][CH:27]=3)[C:11]=2[CH2:12][CH2:13][CH2:14][N:15]2C(=O)C3C(=CC=CC=3)C2=O)=[O:6])[CH2:3][CH2:2]1.O.NN>C(O)C>[NH2:15][CH2:14][CH2:13][CH2:12][C:11]1[N:10]([C:26]2[CH:27]=[CH:28][C:29]([C:32]([NH:34][CH2:35][CH3:36])=[O:33])=[CH:30][CH:31]=2)[N:9]=[N:8][C:7]=1[C:5]([NH:4][CH:1]1[CH2:3][CH2:2]1)=[O:6] |f:1.2|. Procedure details: A solution of N-cyclopropyl-5-[3-(1,3-dioxo-1,3-dihydro-2H-isoindol-2-yl)propyl]-1-{4-[(ethylamino)carbonyl]phenyl}-1H-1,2,3-triazole-4-carboxamide (1.27 g, 2.6 mmol) obtained in Example 1201 and hydrazine hydrate (261 mg, 5.2 mmol) in ethanol (20 ml) was boiled under reflux for 3 hr, and the precipitated insoluble material was filtered off. The filtrate was concentrated to dryness to give the title compound as a white powder (0.9 g, 97%). The reactants are C1CCNCC1, Cc1cc(C(=O)N2CCC(N(C)C)C2)c(C=O)[nH]1, CCO, O=C1Cc2c(cccc2-c2ccc(Cl)cc2)N1. Product: Cc1cc(C(=O)N2CCC(N(C)C)C2)c(C=C2C(=O)Nc3cccc(-c4ccc(Cl)cc4)c32)[nH]1. Reaction SMILES: [CH2:36]1[CH2:37][CH2:38][NH:39][CH2:40][CH2:41]1.[CH3:18][N:19]([CH:20]1[CH2:21][N:22]([C:25](=[O:26])[c:27]2[c:28]([CH:33]=[O:34])[nH:29][c:30]([CH3:32])[cH:31]2)[CH2:23][CH2:24]1)[CH3:35].[CH3:42][CH2:43][OH:44].[Cl:1][c:2]1[cH:3][cH:4][c:5](-[c:8]2[c:9]3[c:13]([cH:14][cH:15][cH:16]2)[NH:12][C:11](=[O:17])[CH2:10]3)[cH:6][cH:7]1>>[Cl:1][c:2]1[cH:3][cH:4][c:5](-[c:8]2[c:9]3[c:13]([cH:14][cH:15][cH:16]2)[NH:12][C:11](=[O:17])[C:10]3=[CH:33][c:28]2[c:27]([C:25]([N:22]3[CH2:21][CH:20]([N:19]([CH3:18])[CH3:35])[CH2:24][CH2:23]3)=[O:26])[cH:31][c:30]([CH3:32])[nH:29]2)[cH:6][cH:7]1. Starting materials: C(C=C)OC(=O)N1[C@@H](CCC1)/C=C(/C(C[C@@H]1[C@H](C(N1)=O)[C@@H](C)O[Si](C)(C)C(C)(C)C)=O)\C ((3S,4R)-4-[(E)-4-{(2S)-1-allyloxycarbonylpyrrolidin-2-yl}-3-methyl-2-oxo-3-butenyl]-3-[(1R)-1-t-butyldimethylsilyloxyethyl]-2-oxoazetidine), O.C(C=O)(=O)OCC=C (allyl glyoxylate monohydrate), O (water). The solvent is C1(=CC=CC=C1)C (toluene). Product: C(C=C)OC(=O)N1[C@@H](CCC1)/C=C(/C(C[C@@H]1[C@H](C(N1C(C(=O)OCC=C)=O)=O)[C@@H](C)O[Si](C)(C)C(C)(C)C)=O)\C (allyl 2-[(3S,4R)-4-[(E)-4-{(2S)-1-allyloxycarbonylpyrrolidin2-yl}-3-methyl-2-oxo-3-butenyl]-3-{(1R)-1-t-butyldimethylsilyloxyethyl}-2-oxoazetidin-1-yl]glyoxylate). As a reaction SMILES: [CH2:1]([O:4][C:5]([N:7]1[CH2:11][CH2:10][CH2:9][C@H:8]1/[CH:12]=[C:13](\[CH3:32])/[C:14](=[O:31])[CH2:15][C@H:16]1[NH:19][C:18](=[O:20])[C@@H:17]1[C@H:21]([O:23][Si:24]([C:27]([CH3:30])([CH3:29])[CH3:28])([CH3:26])[CH3:25])[CH3:22])=[O:6])[CH:2]=[CH2:3].O.[C:34]([O:38][CH2:39][CH:40]=[CH2:41])(=[O:37])[CH:35]=[O:36].O>C1(C)C=CC=CC=1>[CH2:1]([O:4][C:5]([N:7]1[CH2:11][CH2:10][CH2:9][C@H:8]1/[CH:12]=[C:13](\[CH3:32])/[C:14](=[O:31])[CH2:15][C@H:16]1[N:19]([C:35](=[O:36])[C:34]([O:38][CH2:39][CH:40]=[CH2:41])=[O:37])[C:18](=[O:20])[C@@H:17]1[C@H:21]([O:23][Si:24]([C:27]([CH3:30])([CH3:29])[CH3:28])([CH3:26])[CH3:25])[CH3:22])=[O:6])[CH:2]=[CH2:3] |f:1.2|. Procedure: To a solution of (3S,4R)-4-[(E)-4-{(2S)-1-allyloxycarbonylpyrrolidin-2-yl}-3-methyl-2-oxo-3-butenyl]-3-[(1R)-1-t-butyldimethylsilyloxyethyl]-2-oxoazetidine (9.96 g) in toluene (150 ml) was added allyl glyoxylate monohydrate (3.68 g). The resulting mixture was heated to reflux with azeotropic removal of water for 4 hours. Evaporation of the solvent gave a residue of allyl 2-[(3S,4R)-4-[(E)-4-{(2S)-1-allyloxycarbonylpyrrolidin2-yl}-3-methyl-2-oxo-3-butenyl]-3-{(1R)-1-t-butyldimethylsilyloxyethyl}-... The reactants are [S] (Sulfur), [BH4-].[Na+] (Sodium tetrahydroborate), C(C=C)OC=1C=C(C=C(C1[N+](=O)[O-])F)N1CCOCC1 (4-(3-Allyloxy-5-fluoro-4-nitro-phenyl)-morpholine). The solvent is O1CCCC1 (Tetrahydrofuran), O1CCCC1 (Tetrahydrofuran). Conditions: temperature 60 celsius, time 5 minute. Yields the product C(C=C)OC1=C(C(=CC(=C1)N1CCOCC1)F)N (2-Allyloxy-6-fluoro-4-morpholin-4-yl-phenylamine). Yield: 64.3%. Reaction SMILES: [S].[BH4-].[Na+].[CH2:4]([O:7][C:8]1[CH:9]=[C:10]([N:18]2[CH2:23][CH2:22][O:21][CH2:20][CH2:19]2)[CH:11]=[C:12]([F:17])[C:13]=1[N+:14]([O-])=O)[CH:5]=[CH2:6]>O1CCCC1>[CH2:4]([O:7][C:8]1[CH:9]=[C:10]([N:18]2[CH2:23][CH2:22][O:21][CH2:20][CH2:19]2)[CH:11]=[C:12]([F:17])[C:13]=1[NH2:14])[CH:5]=[CH2:6] |f:1.2,^3:0|. Procedure: Sulfur (0.320 g, 9.98 mmol) was added to Sodium tetrahydroborate (0.126 g, 3.33 mmol) in Tetrahydrofuran (8 mL). After 5 min, a solution of 4-(3-Allyloxy-5-fluoro-4-nitro-phenyl)-morpholine (0.188 g, 0.666 mmol) in Tetrahydrofuran (6 mL) was added and the mixture was heated at 60° C. overnight. The mixture was cooled and diluted with 25 mL satd. sodium bicarbonate, then extracted 2×25 mL EtOAc. The organic extract was washed with water (10 mL) and brine (25 mL), then dried over sodium sulfate, a... Starting materials: CCO, [Na], O=C1CCCO1, Oc1ccccc1Cl. Reaction SMILES: [CH3:16][CH2:17][OH:18].[Na:1].[O:10]1[C:11](=[O:15])[CH2:12][CH2:13][CH2:14]1.[OH:2][c:3]1[cH:4][cH:5][cH:6][cH:7][c:8]1[Cl:9]>>[O:2]([c:3]1[cH:4][cH:5][cH:6][cH:7][c:8]1[Cl:9])[CH2:14][CH2:13][CH2:12][C:11](=[O:10])[OH:15]. Product: O=C(O)CCCOc1ccccc1Cl. Reaction conditions: time 6 hour. Reported procedure: To 0.34 mg fluorescein isothiocyanate placed as a dry solid in a screw-capped test tube was added 64 micrograms of N,N,N-trimethylammoniumbenzene iodide in 25 microliters of water, 0.2 ml 1M sodium carbonate buffer, pH 9.5, and 17 mg of the antibody product obtained in Example 3 in 2 ml PBS. The reaction was continued for six hours on ice, after which the solution was dialyzed against 0.015M NaCl, 0.01M sodium phosphate. This solution was applied to a DEAE-cellulose column equilibrated in the sa... Yields the product C=1C=CC(=C(C1)C2=C3C=CC(=O)C=C3OC4=C2C=CC(=C4)O)C(=O)O (fluorescein). Reactants: [I-] (iodide), antibody product, C1=CC2=C(C=C1N=C=S)C(=O)OC23C4=C(C=C(C=C4)O)OC5=C3C=CC(=C5)O (fluorescein isothiocyanate). Solvent: O (water), C([O-])([O-])=O.[Na+].[Na+] (sodium carbonate). Reaction SMILES: [CH:1]1[C:6](N=C=S)=[CH:5][C:4]2[C:10]([O:12][C:13]3([C:23]4[CH:24]=[CH:25][C:26]([OH:28])=[CH:27][C:22]=4[O:21][C:15]4[CH:16]=[C:17]([OH:20])[CH:18]=[CH:19][C:14]3=4)[C:3]=2[CH:2]=1)=[O:11].[I-]>O.C(=O)([O-])[O-].[Na+].[Na+]>[CH:1]1[CH:6]=[CH:5][C:4]([C:10]([OH:12])=[O:11])=[C:3]([C:13]2[C:14]3[CH:19]=[CH:18][C:17]([OH:20])=[CH:16][C:15]=3[O:21][C:22]3[C:23]=2[CH:24]=[CH:25][C:26]([CH:27]=3)=[O:28])[CH:2]=1 |f:3.4.5|. The reactants are F[B-](F)(F)F, CCCCc1noc(C)c1CCc1nc(C)c(C(=O)O)s1, CCN(C(C)C)C(C)C, CC(C)(O)CN, CN(C)C=O, CN(C)C(On1nnc2ccccc21)=[N+](C)C. Yields the product CCCCc1noc(C)c1CCc1nc(C)c(C(=O)NCC(C)(C)O)s1. As a reaction SMILES: [B-:22]([F:23])([F:24])([F:25])[F:26].[CH2:1]([CH2:2][CH2:3][CH3:4])[c:5]1[n:6][o:7][c:8]([CH3:21])[c:9]1[CH2:10][CH2:11][c:12]1[s:13][c:14]([C:18](=[O:19])[OH:20])[c:15]([CH3:17])[n:16]1.[CH:44]([N:45]([CH2:46][CH3:47])[CH:48]([CH3:49])[CH3:50])([CH3:51])[CH3:52].[NH2:53][CH2:54][C:55]([CH3:56])([OH:57])[CH3:58].[O:59]=[CH:60][N:61]([CH3:62])[CH3:63].[n:27]1([O:28][C:29]([N:30]([CH3:31])[CH3:32])=[N+:33]([CH3:34])[CH3:35])[c:36]2[cH:37][cH:38][cH:39][cH:40][c:41]2[n:42][n:43]1>>[CH2:1]([CH2:2][CH2:3][CH3:4])[c:5]1[n:6][o:7][c:8]([CH3:21])[c:9]1[CH2:10][CH2:11][c:12]1[s:13][c:14]([C:18](=[O:20])[NH:53][CH2:54][C:55]([CH3:56])([OH:57])[CH3:58])[c:15]([CH3:17])[n:16]1.